From a dataset of the Open Reaction Database (ORD), a public repository of structured organic reaction records. describe an organic reaction: reactants, conditions, products, and yield The reactants are C1CCNC1, CO, CC(=O)c1cc(F)ccc1O, CC(C)(C)OC(=O)N1CCC(=O)CC1. Product: CC(C)(C)OC(=O)N1CCC2(CC1)CC(=O)c1cc(F)ccc1O2. As a reaction SMILES: [CH2:15]1[CH2:16][NH:17][CH2:18][CH2:19]1.[CH3:31][OH:32].[F:20][c:21]1[cH:22][cH:23][c:24]([OH:30])[c:25]([C:27]([CH3:28])=[O:29])[cH:26]1.[O:1]=[C:2]1[CH2:3][CH2:4][N:5]([C:8](=[O:9])[O:10][C:11]([CH3:12])([CH3:13])[CH3:14])[CH2:6][CH2:7]1>>[O:1]1[C:2]2([CH2:3][CH2:4][N:5]([C:8](=[O:9])[O:10][C:11]([CH3:12])([CH3:13])[CH3:14])[CH2:6][CH2:7]2)[CH2:28][C:27](=[O:29])[c:25]2[c:24]1[cH:23][cH:22][c:21]([F:20])[cH:26]2.